From a dataset of the Open Reaction Database (ORD), a public repository of structured organic reaction records. describe an organic reaction: reactants, conditions, products, and yield Reactants: O=C([O-])[O-], CI, CN(C)C=O, CCOCC, CON=C1COc2cc(OCc3ccccc3N(O)C(=O)OC)ccc21, [K+], [K+]. Yields the product CON=C1COc2cc(OCc3ccccc3N(OC)C(=O)OC)ccc21. RXN SMILES: [C:3](=[O:4])([O-:5])[O-:6].[CH3:1][I:2].[CH3:35][N:36]([CH3:37])[CH:38]=[O:39].[CH3:40][CH2:41][O:42][CH2:43][CH3:44].[CH3:9][O:10][N:11]=[C:12]1[CH2:13][O:14][c:15]2[c:16]1[cH:17][cH:18][c:19]([O:21][CH2:22][c:23]1[c:24]([N:29]([C:30]([O:31][CH3:32])=[O:33])[OH:34])[cH:25][cH:26][cH:27][cH:28]1)[cH:20]2.[K+:7].[K+:8]>>[CH3:3][O:34][N:29]([c:24]1[c:23]([CH2:22][O:21][c:19]2[cH:18][cH:17][c:16]3[c:15]([cH:20]2)[O:14][CH2:13][C:12]3=[N:11][O:10][CH3:9])[cH:28][cH:27][cH:26][cH:25]1)[C:30]([O:31][CH3:32])=[O:33]. Run in C(C)O (ethanol). Conditions: time 16 hour. The yield is 56.6%. Procedure details: To a suspension of ethyl 2-[5-acetamido-3-phenyl-4-(2-phenylethynyl)pyrazol-1-yl]acetate (22.4 g, 58 mmol) in ethanol (290 mL) was added sodium borohydride (11 g, 289 mmol) and the reaction stirred at room temperature for 16 h. The reaction mixture was partially concentrated to a final volume of 250 mL. 25% NaOH (250 mL) was added and the reaction mixture was stirred at 80° C. for 4 h. The reaction mixture was cooled down to room temperature and the two phases were separated. The aqueous phase w... Reaction SMILES: C([NH:4][C:5]1[N:9]([CH2:10][C:11](OCC)=[O:12])[N:8]=[C:7]([C:16]2[CH:21]=[CH:20][CH:19]=[CH:18][CH:17]=2)[C:6]=1[C:22]#[C:23][C:24]1[CH:29]=[CH:28][CH:27]=[CH:26][CH:25]=1)(=O)C.[BH4-].[Na+]>C(O)C>[NH2:4][C:5]1[N:9]([CH2:10][CH2:11][OH:12])[N:8]=[C:7]([C:16]2[CH:21]=[CH:20][CH:19]=[CH:18][CH:17]=2)[C:6]=1[C:22]#[C:23][C:24]1[CH:29]=[CH:28][CH:27]=[CH:26][CH:25]=1 |f:1.2|. The reactants are C(C)(=O)NC1=C(C(=NN1CC(=O)OCC)C1=CC=CC=C1)C#CC1=CC=CC=C1 (ethyl 2-[5-acetamido-3-phenyl-4-(2-phenylethynyl)pyrazol-1-yl]acetate), [BH4-].[Na+] (sodium borohydride). Yields the product NC1=C(C(=NN1CCO)C1=CC=CC=C1)C#CC1=CC=CC=C1 (2-[5-Amino-3-phenyl-4-(2-phenylethynyl)pyrazol-1-yl]ethanol).